From a dataset of the Open Reaction Database (ORD), a public repository of structured organic reaction records. describe an organic reaction: reactants, conditions, products, and yield Reactants: COc1ccc2c(c1)CCC2=O, CO, Cl, CCCCON=O. Yields the product COc1ccc2c(c1)CC(=NO)C2=O. As a reaction SMILES: [CH3:1][O:2][c:3]1[cH:4][c:5]2[c:9]([cH:10][cH:11]1)[C:8](=[O:12])[CH2:7][CH2:6]2.[CH3:21][OH:22].[ClH:20].[N:13](=[O:14])[O:15][CH2:16][CH2:17][CH2:18][CH3:19]>>[CH3:1][O:2][c:3]1[cH:4][c:5]2[c:9]([cH:10][cH:11]1)[C:8](=[O:12])[C:7](=[N:13][OH:14])[CH2:6]2. The reactants are C(C=C)OCCN1C(=NC2=C1C=CC=C2)Cl (1-[2-(allyloxy)ethyl]-2-chlorobenzimidazole), CN1CCNCC1 (N-methylpiperazine), C(\C=C\C(=O)O)(=O)O (fumaric acid). The product is C(C=C)OCCN1C(=NC2=C1C=CC=C2)N2CCN(CC2)C (1-[2-(allyloxy)ethyl]-2-(4-methyl-1-piperazinyl)benzimidazole). RXN SMILES: [CH2:1]([O:4][CH2:5][CH2:6][N:7]1[C:11]2[CH:12]=[CH:13][CH:14]=[CH:15][C:10]=2[N:9]=[C:8]1Cl)[CH:2]=[CH2:3].[CH3:17][N:18]1[CH2:23][CH2:22][NH:21][CH2:20][CH2:19]1.C(O)(=O)/C=C/C(O)=O>>[CH2:1]([O:4][CH2:5][CH2:6][N:7]1[C:11]2[CH:12]=[CH:13][CH:14]=[CH:15][C:10]=2[N:9]=[C:8]1[N:21]1[CH2:22][CH2:23][N:18]([CH3:17])[CH2:19][CH2:20]1)[CH:2]=[CH2:3]. Procedure details: In the same manner as described in Example 1 using 1-[2-(allyloxy)ethyl]-2-chlorobenzimidazole (3.00 g), N-methylpiperazine (3.00 g) and fumaric acid (2.16 g), there are obtained crude crystals, which are recrystallized from ethyl acetate-ethanol to give 1-[2-(allyloxy)ethyl]-2-(4-methyl-1-piperazinyl)benzimidazole.3/2 fumarate (3.18 g) as colorless plates, m.p. 161.5°-164° C. The reactants are NC1=CC(NC(N1C)=O)=O (6-Amino-1-methyluracil), C(C)(=O)O[C@@H](CCCCCl)C ((R)-5-Acetoxy-1-chlorohexane), Secondary Alcohols, [H-].[Na+] (sodium hydride), [H][H] (hydrogen), [Cl-].[Na+] (sodium chloride). Solvent: CS(=O)C (dimethylsulfoxide). The product is C(C)(=O)O[C@@H](CCCCN1C(N(C(=CC1=O)N)C)=O)C ((R)-3-(5-acetoxyhexyl)-6-amino-1-methyluracil). Isolated yield 65.3%. RXN SMILES: [H-].[Na+].[NH2:3][C:4]1[N:9]([CH3:10])[C:8](=[O:11])[NH:7][C:6](=[O:12])[CH:5]=1.[H][H].[C:15]([O:18][C@H:19]([CH3:25])[CH2:20][CH2:21][CH2:22][CH2:23]Cl)(=[O:17])[CH3:16].[Cl-].[Na+]>CS(C)=O>[C:15]([O:18][C@H:19]([CH3:25])[CH2:20][CH2:21][CH2:22][CH2:23][N:7]1[C:6](=[O:12])[CH:5]=[C:4]([NH2:3])[N:9]([CH3:10])[C:8]1=[O:11])(=[O:17])[CH3:16] |f:0.1,5.6|. Reported procedure: A 1 liter round bottomed flask was charged with 95% sodium hydride (5.5 g, 220 mmol), dry dimethylsulfoxide (400 ml), and was cooled in an ice bath. 6-Amino-1-methyluracil (28.2 g, 200 mmol) was added slowly in portions. After evolution of hydrogen gas had subsided, the mixture was warmed to room temperature and stirred until the solid had completely dissolved (1 hour). (R)-5-Acetoxy-1-chlorohexane (37.5 g, 210 mmol), prepared as described by Klein, J. P.; Leigh, A. J.; Michnick, J.; Kumar, A. M... Starting materials: C1COCCO1, Cc1ncccc1[N+](=O)[O-], O=[Se]=O. The product is O=Cc1ncccc1[N+](=O)[O-]. RXN SMILES: [CH2:14]1[O:15][CH2:16][CH2:17][O:18][CH2:19]1.[CH3:1][c:2]1[n:3][cH:4][cH:5][cH:6][c:7]1[N+:8](=[O:9])[O-:10].[Se:11](=[O:12])=[O:13]>>[CH:1]([c:2]1[n:3][cH:4][cH:5][cH:6][c:7]1[N+:8](=[O:9])[O-:10])=[O:12]. Starting materials: BrC1=C(CBr)C=CC=C1 (2-bromobenzyl bromide), Cl.COC1=CC=C(C=C1)NN (4-methoxyphenylhydrazine hydrochloride), C([O-])([O-])=O.[K+].[K+] (potassium carbonate). Solvent: CN(C=O)C (N,N-dimethylformamide). Run at temperature 90 celsius. Product: BrC1=C(CN(N)C2=CC=C(C=C2)OC)C=CC=C1 (N-(2-Bromobenzyl)-N-(4-methoxyphenyl)hydrazine). Yield: 48.5%. Reaction SMILES: [Br:1][C:2]1[CH:9]=[CH:8][CH:7]=[CH:6][C:3]=1[CH2:4]Br.Cl.[CH3:11][O:12][C:13]1[CH:18]=[CH:17][C:16]([NH:19][NH2:20])=[CH:15][CH:14]=1.C(=O)([O-])[O-].[K+].[K+]>CN(C)C=O>[Br:1][C:2]1[CH:9]=[CH:8][CH:7]=[CH:6][C:3]=1[CH2:4][N:19]([C:16]1[CH:17]=[CH:18][C:13]([O:12][CH3:11])=[CH:14][CH:15]=1)[NH2:20] |f:1.2,3.4.5|. Reported procedure: To a suspension of 2-bromobenzyl bromide (500 mg, 2.00 mmol) and 4-methoxyphenylhydrazine hydrochloride (348 mg, 2.00 mmol) in N,N-dimethylformamide (8 mL) was added potassium carbonate (1.38 g, 10.0 mmol). The reaction mixture was heated at 90° C. for 4 hours. The reaction was partitioned between water and methylene chloride. The methylene chloride was dried (MgSO4), concentrated and purified by SiO2 chromatography with 10-50% ethyl acetate/hexanes to give 298 mg of the title compound. LC-MS (C... The reactants are OC1=CC=C(OC2=NC3=CC=CC=C3N=C2)C=C1 (2-(4-hydroxyphenoxy)quinoxaline), 0.8, [H-].[Na+] (sodium hydride), [H][H] (hydrogen), BrC(C(=O)OC)(C(=O)OC)C (dimethyl 2-bromo-2-methylpropanedioate), ice water. Conditions: temperature 70 celsius. Yields the product CC(C(=O)OC)(C(=O)OC)OC1=CC=C(C=C1)OC1=NC2=CC=CC=C2N=C1 (Dimethyl 2-methyl-2-[4-(2-quinoxalinyloxy)phenoxy]propanedioate). RXN SMILES: [OH:1][C:2]1[CH:18]=[CH:17][C:5]([O:6][C:7]2[CH:16]=[N:15][C:14]3[C:9](=[CH:10][CH:11]=[CH:12][CH:13]=3)[N:8]=2)=[CH:4][CH:3]=1.[H-].[Na+].[H][H].Br[C:24]([CH3:33])([C:29]([O:31][CH3:32])=[O:30])[C:25]([O:27][CH3:28])=[O:26]>>[CH3:33][C:24]([O:1][C:2]1[CH:3]=[CH:4][C:5]([O:6][C:7]2[CH:16]=[N:15][C:14]3[C:9](=[CH:10][CH:11]=[CH:12][CH:13]=3)[N:8]=2)=[CH:17][CH:18]=1)([C:29]([O:31][CH3:32])=[O:30])[C:25]([O:27][CH3:28])=[O:26] |f:1.2|. Procedure: In a nitrogen atmosphere, add a solution of 4.8 g (0.02 mole) 2-(4-hydroxyphenoxy)quinoxaline in 30 cc dimethylfornmamide to 0.8 (0.02 mole) 57% sodium hydride. When the evolution of hydrogen ceases, add 4.8 g (0.021 mole) dimethyl 2-bromo-2-methylpropanedioate dropwise. When the addition is complete, heat at approximately 70° C. until the reaction is complete. Pour the mixture into ice-water and extract with ether. Concentration of the dry ethereal extracts yield the title compound. Yields the product COc1cnc2ccc(=O)n(CC3OCCO3)c2c1. RXN SMILES: [Br:16][CH2:17][CH:18]1[O:19][CH2:20][CH2:21][O:22]1.[CH3:1][O:2][c:3]1[cH:4][n:5][c:6]2[cH:7][cH:8][c:9](=[O:13])[nH:10][c:11]2[cH:12]1.[CH3:24][N:25]([CH3:26])[CH:27]=[O:28].[CH3:29][CH2:30][O:31][C:32](=[O:33])[CH3:34].[H-:14].[Na+:15].[OH2:23]>>[CH3:1][O:2][c:3]1[cH:4][n:5][c:6]2[cH:7][cH:8][c:9](=[O:13])[n:10]([CH2:17][CH:18]3[O:19][CH2:20][CH2:21][O:22]3)[c:11]2[cH:12]1. Starting materials: BrCC1OCCO1, COc1cnc2ccc(=O)[nH]c2c1, CN(C)C=O, CCOC(C)=O, [H-], [Na+], O. Reactants: OCC(C1NCCC2=CC(=C(C=C12)OCC)OCC)CO (1-[bis(hydroxymethyl)-methyl]-6,7-diethoxy-1,2,3,4-tetrahydroisoquinoline), C(C1=CC=CC=C1)=O (benzaldehyde), Cl (hydrochloric acid), C(C)(=O)O (acetic acid). The solvent is C1=CC=CC=C1 (benzene). The product is OCC1COC(N2C1C1=CC(=C(C=C1CC2)OCC)OCC)C2=CC=CC=C2 (1-(hydroxymethyl)-4-phenyl-9,10-diethoxy-1,6,7,11b-tetrahydro-2H,4H-[1,3]oxazino[4,3-a]isoquinoline). The yield is 70.0%. Reaction SMILES: [OH:1][CH2:2][CH:3]([CH2:20][OH:21])[CH:4]1[C:13]2[C:8](=[CH:9][C:10]([O:17][CH2:18][CH3:19])=[C:11]([O:14][CH2:15][CH3:16])[CH:12]=2)[CH2:7][CH2:6][NH:5]1.[CH:22](=O)[C:23]1[CH:28]=[CH:27][CH:26]=[CH:25][CH:24]=1.Cl.C(O)(=O)C>C1C=CC=CC=1>[OH:1][CH2:2][CH:3]1[CH:4]2[C:13]3[C:8]([CH2:7][CH2:6][N:5]2[CH:22]([C:23]2[CH:28]=[CH:27][CH:26]=[CH:25][CH:24]=2)[O:21][CH2:20]1)=[CH:9][C:10]([O:17][CH2:18][CH3:19])=[C:11]([O:14][CH2:15][CH3:16])[CH:12]=3. Procedure: 10 mmoles (2.8 g) of 1-[bis(hydroxymethyl)-methyl]-6,7-diethoxy-1,2,3,4-tetrahydroisoquinoline and 11 mmoles (1.17 g) of freshly distilled benzaldehyde are refluxed in 50 ml of absolute benzene, in the presence of a catalytic amount of hydrochloric acid or acetic acid for 4 hours. The solvent is distilled off and the residual pale-yellow oil is crystallized by trituration with ether. The aimed compound is obtained in a yield of 70%. The reactants are Br.ClC1=C(C=C(C(=C1)Cl)S(=O)(=O)Cl)C1(N(C(SC1)=NC)C)O (4-(2,4-dichlor-5-chlorosulfonylphenyl)-3-methyl-2-methylimino-1,3-thiazolidine-4-ol-hydrobromide), N (ammonia). The solvent is CO (methanol). Conditions: time 8 hour. Product: ClC1=C(C=C(C(=C1)Cl)S(N)(=O)=O)C1(N(C(SC1)=NC)C)O (4-(2,4-Dichloro-5-sulfamoylphenyl)-3-methyl-2-methylimino-1,3-thiazolidine-4-ol). As a reaction SMILES: Br.[Cl:2][C:3]1[CH:8]=[C:7]([Cl:9])[C:6]([S:10](Cl)(=[O:12])=[O:11])=[CH:5][C:4]=1[C:14]1([OH:22])[CH2:18][S:17][C:16](=[N:19][CH3:20])[N:15]1[CH3:21].[NH3:23]>CO>[Cl:2][C:3]1[CH:8]=[C:7]([Cl:9])[C:6]([S:10](=[O:12])(=[O:11])[NH2:23])=[CH:5][C:4]=1[C:14]1([OH:22])[CH2:18][S:17][C:16](=[N:19][CH3:20])[N:15]1[CH3:21] |f:0.1|. Procedure details: 4.4 g of 4-(2,4-dichlor-5-chlorosulfonylphenyl)-3-methyl-2-methylimino-1,3-thiazolidine-4-ol-hydrobromide were introduced, while stirring, into a solution of 10 g of gaseous ammonia in 70 ml of methanol. After having allowed the whole to stand overnight at room temperature, the solution was concentrated to about 30 ml of its volume under reduced pressure and the 4-(2,4-dichloro-5-sulfamoylphenyl)-3-methyl-2-methylimino-1,3-thiazolidine-4-ol was precipitated with 100 ml of water. M.p. 186°-189° C... Starting materials: CC(C)Br, Oc1ccc2cc(Br)ccc2c1, FCCOc1ccc2cc(Br)ccc2c1, [Cl-], [Cl-], Cl, [Mg], C1CCOC1, [Zn+2]. The product is CC(C)c1ccc2cc(OCCF)ccc2c1. As a reaction SMILES: [Br:1][CH:2]([CH3:3])[CH3:4].[Br:21][c:22]1[cH:23][c:24]2[c:25]([cH:26][cH:27]1)[cH:28][c:29]([OH:30])[cH:31][cH:32]2.[Br:6][c:7]1[cH:8][c:9]2[cH:10][cH:11][c:12]([O:17][CH2:18][CH2:19][F:20])[cH:13][c:14]2[cH:15][cH:16]1.[Cl-:39].[Cl-:41].[ClH:33].[Mg:5].[O:34]1[CH2:35][CH2:36][CH2:37][CH2:38]1.[Zn+2:40]>>[CH:2]([CH3:3])([CH3:4])[c:7]1[cH:8][c:9]2[cH:10][cH:11][c:12]([O:17][CH2:18][CH2:19][F:20])[cH:13][c:14]2[cH:15][cH:16]1.